This data is from the Open Reaction Database (ORD), a public repository of structured organic reaction records. The task is: describe an organic reaction: reactants, conditions, products, and yield Product: COC=1C=C(C=CC1OC)C=1C(C(N(N1)C1CCN(CC1)C(=O)C1=CC(=CC=C1)OCC)=O)(C)C (5-(3,4-Dimethoxyphenyl)-2-{1-[(3-ethoxyphenyl)carbonyl]piperidin-4-yl}-4,4-dimethyl-2,4-dihydro-3H-pyrazol-3-one). Reactants: Cl.COC=1C=C(C=CC1OC)C=1C(C(N(N1)C1CCNCC1)=O)(C)C (5-(3,4-dimethoxyphenyl)-4,4-dimethyl-2-(piperidin-4-yl)-2,4-dihydro-3H-pyrazol-3-one hydrochloride), Cl.COC=1C=C(C=CC1OC)C=1C(C(N(N1)C1CCNCC1)=O)(C)C (5-(3,4-dimethoxyphenyl)-4,4-dimethyl-2-(piperidin-4-yl)-2,4-dihydro-3H-pyrazol-3-one hydrochloride), C(C)OC=1C=C(C(=O)Cl)C=CC1 (3-ethoxybenzoyl chloride). RXN SMILES: Cl.[CH3:2][O:3][C:4]1[CH:5]=[C:6]([C:12]2[C:13]([CH3:25])([CH3:24])[C:14](=[O:23])[N:15]([CH:17]3[CH2:22][CH2:21][NH:20][CH2:19][CH2:18]3)[N:16]=2)[CH:7]=[CH:8][C:9]=1[O:10][CH3:11].[CH2:26]([O:28][C:29]1[CH:30]=[C:31]([CH:35]=[CH:36][CH:37]=1)[C:32](Cl)=[O:33])[CH3:27]>>[CH3:2][O:3][C:4]1[CH:5]=[C:6]([C:12]2[C:13]([CH3:25])([CH3:24])[C:14](=[O:23])[N:15]([CH:17]3[CH2:22][CH2:21][N:20]([C:32]([C:31]4[CH:35]=[CH:36][CH:37]=[C:29]([O:28][CH2:26][CH3:27])[CH:30]=4)=[O:33])[CH2:19][CH2:18]3)[N:16]=2)[CH:7]=[CH:8][C:9]=1[O:10][CH3:11] |f:0.1|. Reported procedure: The title compound is prepared analogously as described for GP1 using 5-(3,4-dimethoxyphenyl)-4,4-dimethyl-2-(piperidin-4-yl)-2,4-dihydro-3H-pyrazol-3-one hydrochloride (compound B1*HCl) and 3-ethoxybenzoyl chloride as starting compounds. The crude product is purified by column chromatography (silica gel and EA) and crystallization of the product containing fractions from EA and diethyl ether to yield the title compound. Starting materials: CCOc1cc(C(=O)N2CCC3(CC2)CC(=O)c2cc(-c4ccc(C(N)=O)cn4)ccc2O3)cc(OCC)c1-c1ccc(C(=O)OC)cc1, C1CCOC1, [Na+], [OH-], O. Yields the product CCOc1cc(C(=O)N2CCC3(CC2)CC(=O)c2cc(-c4ccc(C(N)=O)cn4)ccc2O3)cc(OCC)c1-c1ccc(C(=O)[O-])cc1, [Na+]. As a reaction SMILES: [C:3]([NH2:4])(=[O:5])[c:6]1[cH:7][cH:8][c:9](-[c:12]2[cH:13][c:14]3[c:19]([cH:20][cH:21]2)[O:18][C:17]2([CH2:16][C:15]3=[O:51])[CH2:22][CH2:23][N:24]([C:27](=[O:28])[c:29]3[cH:30][c:31]([O:48][CH2:49][CH3:50])[c:32](-[c:38]4[cH:39][cH:40][c:41]([C:44](=[O:45])[O:46][CH3:47])[cH:42][cH:43]4)[c:33]([O:35][CH2:36][CH3:37])[cH:34]3)[CH2:25][CH2:26]2)[n:10][cH:11]1.[CH2:52]1[O:53][CH2:54][CH2:55][CH2:56]1.[Na+:2].[OH-:1].[OH2:57]>>[C:3]([NH2:4])(=[O:5])[c:6]1[cH:7][cH:8][c:9](-[c:12]2[cH:13][c:14]3[c:19]([cH:20][cH:21]2)[O:18][C:17]2([CH2:16][C:15]3=[O:51])[CH2:22][CH2:23][N:24]([C:27](=[O:28])[c:29]3[cH:30][c:31]([O:48][CH2:49][CH3:50])[c:32](-[c:38]4[cH:39][cH:40][c:41]([C:44](=[O:45])[O-:46])[cH:42][cH:43]4)[c:33]([O:35][CH2:36][CH3:37])[cH:34]3)[CH2:25][CH2:26]2)[n:10][cH:11]1.[Na+:2]. Starting materials: COC1=CC=C(C=O)C=C1 (4-methoxybenzaldehyde), BrC[N+](=O)[O-] (bromonitromethane), [Cl-].C[NH2+]C (dimethylammonium chloride), [F-].[K+] (potassium fluoride). The solvent is C=1(C(=CC=CC1)C)C (xylene), O (water), ClCCl (dichloromethane), O (water). Reaction conditions: time 15 hour. Yields the product Cl\C(=C/C1=CC=C(C=C1)OC)\[N+](=O)[O-] (1-[(Z)-2-Chloro-2-nitrovinyl]-4-methoxybenzene). Reaction SMILES: [CH3:1][O:2][C:3]1[CH:10]=[CH:9][C:6]([CH:7]=O)=[CH:5][CH:4]=1.Br[CH2:12][N+:13]([O-:15])=[O:14].[Cl-:16].C[NH2+]C.[F-].[K+]>C1(C)C(C)=CC=CC=1.ClCCl.O>[Cl:16]/[C:12](/[N+:13]([O-:15])=[O:14])=[CH:7]\[C:6]1[CH:9]=[CH:10][C:3]([O:2][CH3:1])=[CH:4][CH:5]=1 |f:2.3,4.5|. Procedure: As in a procedure described in the literature [D. Dauzonne, Synthesis, 1990, 66-70], stir a mixture of 10.0 g (73.5 mmol) 4-methoxybenzaldehyde, 9.0 ml (13.5 g, 96.2 mmol) bromonitromethane, 53.9 g (661.0 mmol) dimethylammonium chloride and 0.6 g (1.0 mmol) potassium fluoride in 150 ml xylene on a water separator at 160° C. for 15 hours. After adding 25 ml water and 100 ml dichloromethane, separate the organic phase and extract the aqueous phase three times with 100 ml dichloromethane each time.... The reactants are ClC=1C=CC2=C(C(OC(N2)=O)(C(F)(F)F)CCNS(=O)(=O)C2=NC=CC=C2)C1 (N-{2-[6-chloro-2-oxo-4-(trifluoromethyl)-1,4-dihydro-2H-3,1-benzoxazin-4-yl]ethyl}pyridine-2-sulfonamide), CCCCCC (hexane). Run in CC(C)O (2-propanol). Product: ClC=1C=CC2=C([C@@](OC(N2)=O)(C(F)(F)F)CCNS(=O)(=O)C2=NC=CC=C2)C1 (N-{2-[(4R*)-6-chloro-2-oxo-4-(trifluoromethyl)-1,4-dihydro-2H-3,1-benzoxazin-4-yl]ethyl}pyridine-2-sulfonamide). Reaction SMILES: [Cl:1][C:2]1[CH:3]=[CH:4][C:5]2[NH:10][C:9](=[O:11])[O:8][C:7]([CH2:16][CH2:17][NH:18][S:19]([C:22]3[CH:27]=[CH:26][CH:25]=[CH:24][N:23]=3)(=[O:21])=[O:20])([C:12]([F:15])([F:14])[F:13])[C:6]=2[CH:28]=1.CCCCCC>CC(O)C>[Cl:1][C:2]1[CH:3]=[CH:4][C:5]2[NH:10][C:9](=[O:11])[O:8][C@@:7]([CH2:16][CH2:17][NH:18][S:19]([C:22]3[CH:27]=[CH:26][CH:25]=[CH:24][N:23]=3)(=[O:21])=[O:20])([C:12]([F:15])([F:14])[F:13])[C:6]=2[CH:28]=1. Procedure details: N-{2-[6-chloro-2-oxo-4-(trifluoromethyl)-1,4-dihydro-2H-3,1-benzoxazin-4-yl]ethyl}pyridine-2-sulfonamide was subjected to optical resolution by HPLC (Chiralpack AD-H, hexane:2-propanol=3:1), and a fraction eluted at a later time was concentrated, whereby the objective compound was obtained. The reactants are N#Cc1ccc(CBr)cc1, CC(=O)OC(C)(C)C, [Li]CCCC, C1CCOC1, CCCCCC, CC(C)NC(C)C, [Cl-], [NH4+], O. Product: CC(C)(C)OC(=O)CCc1ccc(C#N)cc1. Reaction SMILES: [Br:27][CH2:28][c:29]1[cH:30][cH:31][c:32]([C:35]#[N:36])[cH:33][cH:34]1.[C:19]([CH3:20])(=[O:21])[O:22][C:23]([CH3:24])([CH3:25])[CH3:26].[CH2:14]([Li:15])[CH2:16][CH2:17][CH3:18].[CH2:39]1[O:40][CH2:41][CH2:42][CH2:43]1.[CH3:8][CH2:9][CH2:10][CH2:11][CH2:12][CH3:13].[CH:1]([NH:2][CH:3]([CH3:4])[CH3:5])([CH3:6])[CH3:7].[Cl-:37].[NH4+:38].[OH2:44]>>[C:19]([CH2:20][CH2:28][c:29]1[cH:30][cH:31][c:32]([C:35]#[N:36])[cH:33][cH:34]1)(=[O:21])[O:22][C:23]([CH3:24])([CH3:25])[CH3:26].